From a dataset of the Open Reaction Database (ORD), a public repository of structured organic reaction records. describe an organic reaction: reactants, conditions, products, and yield Reactants: [Cl-].CN(C)[NH+]=CCl (Dimethylaminochloromethyleneammonium chloride), O1CCCC1 (tetrahydrofuran), Cl.NC=1SC=C(N1)/C(/C(=O)Cl)=N/OC ((Z)-2-(2-aminothiazol-4-yl)-2-methoxyiminoacetyl chloride hydrochloride). Conditions: temperature -10 celsius, time 40 minute. The product is Cl.CN(C)C=NC=1SC=C(N1)/C(/C(=O)Cl)=N/OC ((Z)-2-(2-dimethylaminomethylidenaminothiazol-4-yl)-2-methoxyiminoacetyl chloride hydrochloride). Isolated yield 47.0%. As a reaction SMILES: [Cl-].[CH3:2][N:3]([NH+]=C[Cl:7])[CH3:4].Cl.[NH2:9][C:10]1[S:11][CH:12]=[C:13](/[C:15](=[N:19]/[O:20][CH3:21])/[C:16]([Cl:18])=[O:17])[N:14]=1.O1CCC[CH2:23]1>>[ClH:7].[CH3:2][N:3]([CH:4]=[N:9][C:10]1[S:11][CH:12]=[C:13](/[C:15](=[N:19]/[O:20][CH3:21])/[C:16]([Cl:18])=[O:17])[N:14]=1)[CH3:23] |f:0.1,2.3,5.6|. Procedure details: Dimethylaminochloromethyleneammonium chloride (496 mg, 3.87 mmol) was dissolved in 10 ml of tetrahydrofuran, followed by cooling to -10° C. Added to the solution were 870 mg (3.4 mmol) of (Z)-2-(2-aminothiazol-4-yl)-2-methoxyiminoacetyl chloride hydrochloride and the resulting mixture was stirred for 40 minutes. The reaction mixture was concentrated under reduced pressure. Deposited crystals were collected by filtration under a nitrogen gas stream and then dried at room temperature, whereby 497 ... Procedure details: The product is prepared according to the procedure described in example 68, using 200 mg of sodium [1-methyl-4-(morpholin-4-yl)-6-oxo-1,6-dihydropyrimidin-2-yl]acetate, 214 mg of 3,4,5-trifluoroaniline, and 180 mg of N-[3-(dimethylamino)propyl]-N′-ethylcarbodiimide hydrochloride in a mixture of 0.12 ml of pyridine and 2.5 ml of N,N-dimethylformamide. 72 mg of 2-(1-methyl-4-morpholin-4-yl-6-oxo-1,6-dihydropyrimidin-2-yl)-N-(3,4,5-trifluorophenyl)acetamide are obtained in the form of a cream solid... Isolated yield 25.9%. Starting materials: CN1C(=NC(=CC1=O)N1CCOCC1)CC(=O)[O-].[Na+] (sodium [1-methyl-4-(morpholin-4-yl)-6-oxo-1,6-dihydropyrimidin-2-yl]acetate), FC=1C=C(N)C=C(C1F)F (3,4,5-trifluoroaniline), Cl.CN(CCCN=C=NCC)C (N-[3-(dimethylamino)propyl]-N′-ethylcarbodiimide hydrochloride). Solvent: N1=CC=CC=C1 (pyridine), CN(C=O)C (N,N-dimethylformamide). RXN SMILES: [CH3:1][N:2]1[C:7](=[O:8])[CH:6]=[C:5]([N:9]2[CH2:14][CH2:13][O:12][CH2:11][CH2:10]2)[N:4]=[C:3]1[CH2:15][C:16]([O-:18])=O.[Na+].[F:20][C:21]1[CH:22]=[C:23]([CH:25]=[C:26]([F:29])[C:27]=1[F:28])[NH2:24].Cl.CN(C)CCCN=C=NCC>N1C=CC=CC=1.CN(C)C=O>[CH3:1][N:2]1[C:7](=[O:8])[CH:6]=[C:5]([N:9]2[CH2:10][CH2:11][O:12][CH2:13][CH2:14]2)[N:4]=[C:3]1[CH2:15][C:16]([NH:24][C:23]1[CH:22]=[C:21]([F:20])[C:27]([F:28])=[C:26]([F:29])[CH:25]=1)=[O:18] |f:0.1,3.4|. The product is CN1C(=NC(=CC1=O)N1CCOCC1)CC(=O)NC1=CC(=C(C(=C1)F)F)F (2-(1-methyl-4-morpholin-4-yl-6-oxo-1,6-dihydropyrimidin-2-yl)-N-(3,4,5-trifluorophenyl)acetamide).